This data is from the Open Reaction Database (ORD), a public repository of structured organic reaction records. The task is: describe an organic reaction: reactants, conditions, products, and yield The reactants are CC1=C(NC(=C1C1CCN(CC1)C)C)C(=O)O (3,5-dimethyl-4-(1-methyl-piperidin-4-yl)-1H-pyrrole-2-carboxylic acid), C(OCC)(OCC)OCC (triethyl orthoformate). Run in C(=O)(C(F)(F)F)O (TFA). The product is CC1=C(NC(=C1C1CCN(CC1)C)C)C=O (3,5-dimethyl-4-(1-methyl-piperidin-4-yl)-1H-pyrrole-2-carbaldehyde). Isolated yield 91.7%. As a reaction SMILES: [CH3:1][C:2]1[C:6]([CH:7]2[CH2:12][CH2:11][N:10]([CH3:13])[CH2:9][CH2:8]2)=[C:5]([CH3:14])[NH:4][C:3]=1[C:15](O)=[O:16].C(OCC)(OCC)OCC>C(O)(C(F)(F)F)=O>[CH3:1][C:2]1[C:6]([CH:7]2[CH2:12][CH2:11][N:10]([CH3:13])[CH2:9][CH2:8]2)=[C:5]([CH3:14])[NH:4][C:3]=1[CH:15]=[O:16]. Procedure details: A solution of 3,5-dimethyl-4-(1-methyl-piperidin-4-yl)-1H-pyrrole-2-carboxylic acid (12.67 mmol) in TFA (75 mL) was stirred at 0° C. for 30 mins. To the mixture was added triethyl orthoformate (20 mL), it was then allowed to warm up slowly to rt for 2 hours. The solvent was removed and to the residue was added NaHCO3, extracted with ethyl acetate, dried and concentrated to give 2.56 g of 3,5-dimethyl-4-(1-methyl-piperidin-4-yl)-1H-pyrrole-2-carbaldehyde as a light yellow solid. The reactants are C1(=CC=CC=C1)C(C=C(CC(=O)C1=CC=CC=C1)C1=CC=CC=C1)=O (1,3,5-triphenyl-2-penten-1,5-dione), NC1=CC=CC=C1 (aniline), C(C)(=O)O (acetic acid). Reaction conditions: time 2 hour. Product: C(C)(=O)[O-].C1(=CC=CC=C1)[N+]1=C(C=C(C=C1C1=CC=CC=C1)C1=CC=CC=C1)C1=CC=CC=C1 (1,2,4,6-Tetraphenylpyridinium Acetate). Reaction SMILES: [C:1]1([C:7](=O)[CH:8]=[C:9]([C:19]2[CH:24]=[CH:23][CH:22]=[CH:21][CH:20]=2)[CH2:10][C:11]([C:13]2[CH:18]=[CH:17][CH:16]=[CH:15][CH:14]=2)=O)[CH:6]=[CH:5][CH:4]=[CH:3][CH:2]=1.[NH2:26][C:27]1[CH:32]=[CH:31][CH:30]=[CH:29][CH:28]=1.[C:33]([OH:36])(=[O:35])[CH3:34]>>[C:33]([O-:36])(=[O:35])[CH3:34].[C:27]1([N+:26]2[C:7]([C:1]3[CH:6]=[CH:5][CH:4]=[CH:3][CH:2]=3)=[CH:8][C:9]([C:19]3[CH:24]=[CH:23][CH:22]=[CH:21][CH:20]=3)=[CH:10][C:11]=2[C:13]2[CH:18]=[CH:17][CH:16]=[CH:15][CH:14]=2)[CH:32]=[CH:31][CH:30]=[CH:29][CH:28]=1 |f:3.4|. Reported procedure: In a suitable container (erlenmeyer flasks are suitable but any other vessel which may be heated could serve as well) place 33.33 g of recrystallized 1,3,5-triphenyl-2-penten-1,5-dione and 9.31 g of purified aniline. To this mixture add 37.5 ml of glacial acetic acid and heat on a steam bath or other suitable heating source for two hours. At the end of the heating period add 650 ml of distilled, deionized water and then add 6 N NaOH slowly with extremely rapid stirring. Discontinue the addition ...